Task: describe an organic reaction: reactants, conditions, products, and yield. Dataset: the Open Reaction Database (ORD), a public repository of structured organic reaction records The reactants are FC1=C(C=CC(=C1F)I)C1=C(C=C(C=C1)C1=CC=C(C=C1)CCC)F (2,3,2′-Trifluoro-4-iodo-4″-propyl-[1,1′; 4′,1″]-terphenyl), OCC(C)(CO)C (neopentyl glycol), Ba(OH)2, O (H2O), CC(=O)C (acetone). Reagents/catalysts: CC(=O)[O-].CC(=O)[O-].[Pd+2] (Pd(OAc)2). The solvent is CC(C)O (i—PrOH). The product is CCCCCCCCC (nonane). Yield: 60.0%. RXN SMILES: F[C:2]1[C:7](F)=[C:6](I)C=C[C:3]=1[C:10]1C=[CH:14][C:13](C2C=CC(CCC)=CC=2)=[CH:12][C:11]=1F.OCC(C)(CO)C.O.CC(C)=O>CC(O)C.CC([O-])=O.CC([O-])=O.[Pd+2]>[CH3:6][CH2:7][CH2:2][CH2:3][CH2:10][CH2:11][CH2:12][CH2:13][CH3:14] |f:5.6.7|. Procedure: A solution of (0.1 mmol) of 10 (0.12 mmol) of 4, 14 mg (0.13 mmol) of neopentyl glycol, 95 mg (0.3 mmol) of Ba(OH)2.8 H2O, 80 μl (6.08 mmol, 5 mol %) of a 76 mM acetone solution of Pd(OAc)2 in 2 ml of 95% i—PrOH is stirred at 80° C. for 12 hours. The solvent is subsequently removed under reduced pressure. 2 ml of 2 M HCl are added to the residue, and the mixture is extracted with dichloromethane (3×2 ml). The combined organic phases are dried over MgSO4 and filtered through SiO2. The solvent is ... Starting materials: COC(=O)CC1COC2=C(O1)C=CC=C2 (2-methoxycarbonylmethylbenzo-1,4-dioxan), [H-].[Al+3].[Li+].[H-].[H-].[H-] (lithium aluminium hydride), [OH-].[Na+] (sodium hydroxide), O (water), O (water). The solvent is O1CCCC1 (tetrahydrofuran), C(C)OCC (diethyl ether). Yields the product OCCC1COC2=C(O1)C=CC=C2 (2-(2-hydroxyethyl)-benzo-1,4-dioxan). Yield: 91.5%. RXN SMILES: C[O:2][C:3]([CH2:5][CH:6]1[O:11][C:10]2[CH:12]=[CH:13][CH:14]=[CH:15][C:9]=2[O:8][CH2:7]1)=O.[H-].[Al+3].[Li+].[H-].[H-].[H-].O.[OH-].[Na+]>O1CCCC1.C(OCC)C>[OH:2][CH2:3][CH2:5][CH:6]1[O:11][C:10]2[CH:12]=[CH:13][CH:14]=[CH:15][C:9]=2[O:8][CH2:7]1 |f:1.2.3.4.5.6,8.9|. Reported procedure: At room temperature and while stirring, a solution of 15.61 g (75 mmol) of 2-methoxycarbonylmethylbenzo-1,4-dioxan in 120 ml of absolute tetrahydrofuran is added dropwise within a period of 30 minutes to a suspension of 2.85 g (75 mmol) of lithium aluminium hydride in 120 ml of absolute diethyl ether. The reaction mixture is stirred for a further 2 hours at room temperature. It is then carefully decomposed with 2.85 ml of water, 2.85 ml of sodium hydroxide solution (15% strengh) and 8.55 ml of w... Reactants: COc1ccccc1C1c2c(C(C)(C)CO)n[nH]c2C(=O)N1c1ccc(Br)cc1, COCCOC, [K+], [K+], [K+], O, O=P([O-])([O-])[O-], OB(O)c1ccsc1. The product is COc1ccccc1C1c2c(C(C)(C)CO)n[nH]c2C(=O)N1c1ccc(-c2ccsc2)cc1. RXN SMILES: [Br:1][c:2]1[cH:3][cH:4][c:5]([N:8]2[C:9](=[O:29])[c:10]3[nH:11][n:12][c:13]([C:24]([CH3:25])([CH3:26])[CH2:27][OH:28])[c:14]3[CH:15]2[c:16]2[c:17]([O:22][CH3:23])[cH:18][cH:19][cH:20][cH:21]2)[cH:6][cH:7]1.[CH3:46][O:47][CH2:48][CH2:49][O:50][CH3:51].[K+:43].[K+:44].[K+:45].[OH2:52].[P:38]([O-:39])([O-:40])([O-:41])=[O:42].[s:30]1[cH:31][c:32]([B:35]([OH:36])[OH:37])[cH:33][cH:34]1>>[c:2]1(-[c:32]2[cH:31][s:30][cH:34][cH:33]2)[cH:3][cH:4][c:5]([N:8]2[C:9](=[O:29])[c:10]3[nH:11][n:12][c:13]([C:24]([CH3:25])([CH3:26])[CH2:27][OH:28])[c:14]3[CH:15]2[c:16]2[c:17]([O:22][CH3:23])[cH:18][cH:19][cH:20][cH:21]2)[cH:6][cH:7]1.